From a dataset of the Open Reaction Database (ORD), a public repository of structured organic reaction records. describe an organic reaction: reactants, conditions, products, and yield Reactants: CC=1C=C(N)C=C(C1N1CCN(CC1)C)CN1CCOCC1 (3-Methyl-4-(4-methylpiperazin-1-yl)-5-(morpholin-4-ylmethyl)aniline), ClC1=CC=NC2=CC(=CC=C12)Cl (4,7-dichloroquinoline), Cl (HCl). Solvent: C(C)#N (acetonitrile). Product: ClC1=CC=C2C(=CC=NC2=C1)NC1=CC(=C(C(=C1)CN1CCOCC1)N1CCN(CC1)C)C (7-Chloro-N-[3-methyl-4-(4-methylpiperazin-1-yl)-5-(morpholin-4-ylmethyl)phenyl]quinolin-4-amine). Yield: 61.9%. As a reaction SMILES: [CH3:1][C:2]1[CH:3]=[C:4]([CH:6]=[C:7]([CH2:16][N:17]2[CH2:22][CH2:21][O:20][CH2:19][CH2:18]2)[C:8]=1[N:9]1[CH2:14][CH2:13][N:12]([CH3:15])[CH2:11][CH2:10]1)[NH2:5].Cl[C:24]1[C:33]2[C:28](=[CH:29][C:30]([Cl:34])=[CH:31][CH:32]=2)[N:27]=[CH:26][CH:25]=1.Cl>C(#N)C>[Cl:34][C:30]1[CH:29]=[C:28]2[C:33]([C:24]([NH:5][C:4]3[CH:6]=[C:7]([CH2:16][N:17]4[CH2:22][CH2:21][O:20][CH2:19][CH2:18]4)[C:8]([N:9]4[CH2:14][CH2:13][N:12]([CH3:15])[CH2:11][CH2:10]4)=[C:2]([CH3:1])[CH:3]=3)=[CH:25][CH:26]=[N:27]2)=[CH:32][CH:31]=1. Reported procedure: 3-Methyl-4-(4-methylpiperazin-1-yl)-5-(morpholin-4-ylmethyl)aniline (79 mg, 0.26 mmol) and 4,7-dichloroquinoline (56 mg, 1.1 eq) were refluxed overnight in 5 mL of acetonitrile with 0.78 mL of HCl 1M. The reaction mixture was then evaporated and purified by flash chromatography (DCM/MeOH/NH4OH//9/1/0.1) to yield expected compound as a pale yellow solid (75 mg, 62% yield). m/z (ESI) 466.4 [M+H]+. Reactants: C(=O)(OC(C)(C)C)N[C@@H](C(C)C)C(=O)O (BOC-L-valine), ON1C(CCC1=O)=O (N-hydroxysuccinimide), C1CCC(CC1)N=C=NC2CCCCC2 (DCC). Solvent: COCCOC (DME). Run at temperature 5 celsius, time 6 hour. Product: CC(C)(OC(=O)N[C@@H](C(C)C)C(=O)C1C(=O)NC(C1)=O)C (N-[(1,1-Dimethylethoxy)carbonyl]-L-valyl-succinimide). RXN SMILES: [C:1]([NH:8][C@H:9]([C:13]([OH:15])=O)[CH:10]([CH3:12])[CH3:11])([O:3][C:4]([CH3:7])([CH3:6])[CH3:5])=[O:2].O[N:17]1[C:21](=[O:22])[CH2:20][CH2:19][C:18]1=[O:23].C1CCC(N=C=NC2CCCCC2)CC1>COCCOC>[CH3:7][C:4]([CH3:5])([O:3][C:1]([NH:8][C@H:9]([C:13]([CH:19]1[CH2:20][C:21](=[O:22])[NH:17][C:18]1=[O:23])=[O:15])[CH:10]([CH3:11])[CH3:12])=[O:2])[CH3:6]. Procedure details: To a cooled (icebath) stirred solution of BOC-L-valine (4.56 g, 0.021 mol), and N-hydroxysuccinimide (2.41 g, 0.021 mol) in DME (50 mL) was added DCC (4.75 g, 0.023 mol). The reaction was stirred for 6 h at 5° C. and then left to stand in the refrigerator over night. The reaction was then cold filtered, washing with Et2O, and conc to yield a solid which was crystallized from EtOAc/hexane to give the desired product as a white crystalline sold (4.59 g, 69.5%): mp 123-124° C.; 1H NMR (300 MHz, CDC... Starting materials: BrC=1C=C(CN)C=CC1 (3-bromobenzylamine), C(C1=CC=CC=C1)(=O)Cl (benzoyl chloride). The product is BrC=1C=C(CNC(C2=CC=CC=C2)=O)C=CC1 (N-(3-Bromo benzyl)benzamide). The yield is 98.0%. RXN SMILES: [Br:1][C:2]1[CH:3]=[C:4]([CH:7]=[CH:8][CH:9]=1)[CH2:5][NH2:6].[C:10](Cl)(=[O:17])[C:11]1[CH:16]=[CH:15][CH:14]=[CH:13][CH:12]=1>>[Br:1][C:2]1[CH:3]=[C:4]([CH:7]=[CH:8][CH:9]=1)[CH2:5][NH:6][C:10](=[O:17])[C:11]1[CH:16]=[CH:15][CH:14]=[CH:13][CH:12]=1. Reported procedure: In a manner similar to that of Example 1(d), 15 by reacting 7 g (32 mmol) of 3-bromobenzylamine with 4 ml (35 mmol) of benzoyl chloride, 9.1 g (100%) of expected product are obtained. The reactants are CC(C)(CO)c1ccc(C(=O)Nc2nc3ccc(Br)nc3s2)cc1, Cc1cnccc1B(O)O. Product: Cc1cnccc1-c1ccc2nc(NC(=O)c3ccc(C(C)(C)CO)cc3)sc2n1. As a reaction SMILES: [Br:1][c:2]1[cH:3][cH:4][c:5]2[c:6]([n:7]1)[s:8][c:9]([NH:11][C:12]([c:13]1[cH:14][cH:15][c:16]([C:19]([CH2:20][OH:21])([CH3:22])[CH3:23])[cH:17][cH:18]1)=[O:24])[n:10]2.[CH3:25][c:26]1[cH:27][n:28][cH:29][cH:30][c:31]1[B:32]([OH:33])[OH:34]>>[c:2]1(-[c:31]2[c:26]([CH3:25])[cH:27][n:28][cH:29][cH:30]2)[cH:3][cH:4][c:5]2[c:6]([n:7]1)[s:8][c:9]([NH:11][C:12]([c:13]1[cH:14][cH:15][c:16]([C:19]([CH2:20][OH:21])([CH3:22])[CH3:23])[cH:17][cH:18]1)=[O:24])[n:10]2.